This data is from the Open Reaction Database (ORD), a public repository of structured organic reaction records. The task is: describe an organic reaction: reactants, conditions, products, and yield The solvent is CCCCCC (hexane). Starting materials: CCOCC (ether), CNCCC(C=1C=CC=CC1)OC=2C=CC(=CC2)C(F)(F)F (fluoxetine), Cl (hydrochloric acid), C(C)OCC (diethyl ether), amine, C(C)(=O)OCC (ethyl acetate). Reported procedure: To a 3.0 L round bottom flask is added 25.5 g (0.0824 mol) of fluoxetine free base. To this is added 850 mL of diethyl ether and the amine is dissolved. To this solution is added 150 mL of an ethereal hydrochloric acid solution (0.069 mol HCl/100 mL). The reaction is stirred for 30 minutes and then the ether is rotoevaporated to dryness. The solid was taken up in a minimum of ethyl acetate and hexane was added until crystals started forming. The white solid is placed in the refrigerator for 14 h... Run at time 30 minute. The yield is 107.9%. Product: CNCCC(C=1C=CC=CC1)OC=2C=CC(=CC2)C(F)(F)F.Cl (fluoxetine hydrochloride). RXN SMILES: [CH3:1][NH:2][CH2:3][CH2:4][CH:5]([O:12][C:13]1[CH:14]=[CH:15][C:16]([C:19]([F:22])([F:21])[F:20])=[CH:17][CH:18]=1)[C:6]1[CH:7]=[CH:8][CH:9]=[CH:10][CH:11]=1.C(OCC)C.[ClH:28].C(OCC)(=O)C>CCCCCC>[CH3:1][NH:2][CH2:3][CH2:4][CH:5]([O:12][C:13]1[CH:18]=[CH:17][C:16]([C:19]([F:20])([F:22])[F:21])=[CH:15][CH:14]=1)[C:6]1[CH:7]=[CH:8][CH:9]=[CH:10][CH:11]=1.[ClH:28] |f:5.6|.